This data is from the Open Reaction Database (ORD), a public repository of structured organic reaction records. The task is: describe an organic reaction: reactants, conditions, products, and yield The reactants are C1CCOC1, NC(=O)c1nc(Cc2ccccc2F)n2ccccc12, O=C(OC(=O)C(F)(F)F)C(F)(F)F, O, c1ccncc1. Yields the product N#Cc1nc(Cc2ccccc2F)n2ccccc12. Reaction SMILES: [CH2:41]1[O:42][CH2:43][CH2:44][CH2:45]1.[F:1][c:2]1[c:3]([CH2:4][c:5]2[n:6][c:7]([C:14](=[O:15])[NH2:16])[c:8]3[n:9]2[cH:10][cH:11][cH:12][cH:13]3)[cH:17][cH:18][cH:19][cH:20]1.[F:27][C:28]([F:29])([F:30])[C:31]([O:32][C:33](=[O:34])[C:35]([F:36])([F:37])[F:38])=[O:39].[OH2:40].[cH:21]1[cH:22][cH:23][n:24][cH:25][cH:26]1>>[F:1][c:2]1[c:3]([CH2:4][c:5]2[n:6][c:7]([C:14]#[N:16])[c:8]3[n:9]2[cH:10][cH:11][cH:12][cH:13]3)[cH:17][cH:18][cH:19][cH:20]1. Yields the product CN1C2CCC1CC(=NO)C2. Reaction SMILES: [CH3:14][CH2:15][OH:16].[CH3:1][N:2]1[CH:3]2[CH2:4][C:5](=[O:10])[CH2:6][CH:7]1[CH2:8][CH2:9]2.[ClH:11].[NH2:12][OH:13]>>[CH3:1][N:2]1[CH:3]2[CH2:4][C:5](=[N:12][OH:13])[CH2:6][CH:7]1[CH2:8][CH2:9]2. Starting materials: CCO, CN1C2CCC1CC(=O)C2, Cl, NO. Starting materials: O=C(Cl)c1ccc(I)cc1, CCCC1(C(C)O)COC1, c1ccncc1. Reaction SMILES: [I:1][c:2]1[cH:3][cH:4][c:5]([C:6](=[O:7])[Cl:8])[cH:9][cH:10]1.[OH:11][CH:12]([CH3:13])[C:14]1([CH2:18][CH2:19][CH3:20])[CH2:15][O:16][CH2:17]1.[cH:21]1[cH:22][cH:23][n:24][cH:25][cH:26]1>>[I:1][c:2]1[cH:3][cH:4][c:5]([C:6](=[O:7])[O:11][CH:12]([CH3:13])[C:14]2([CH2:18][CH2:19][CH3:20])[CH2:15][O:16][CH2:17]2)[cH:9][cH:10]1. The product is CCCC1(C(C)OC(=O)c2ccc(I)cc2)COC1. Reactants: FC(CN=C(NC1=NC(=NC=C1)CCCCCNC(CNC(=O)OCC1=CC=CC=C1)=O)N)(F)F (4-[2-(2,2,2-trifluoroethyl)guanidino]-2-[5-(2-benzyloxycarbonylaminoacetylamino)pentyl]pyrimidine), C(\C=C/C(=O)O)(=O)O (maleic acid), [OH-].[K+] (potassium hydroxide). Solvent: CCO (EtOH), CCO (EtOH), CCO (EtOH). Yields the product C(\C=C/C(=O)O)(=O)O.OC1=NC=C(N1CCCCCC1=NC=CC(=N1)NC(=NCC(F)(F)F)N)O (2,4-dihydroxy-3-(5-[4-(2-[2,2,2-trifluoroethyl]guanidino)pyrimid-2-yl]pentyl)imidazole maleate). Yield: 64.0%. RXN SMILES: [F:1][C:2]([F:35])([F:34])[CH2:3][N:4]=[C:5]([NH2:33])[NH:6][C:7]1[CH:12]=[CH:11][N:10]=[C:9]([CH2:13][CH2:14][CH2:15][CH2:16][CH2:17][NH:18][C:19](=[O:32])[CH2:20][NH:21][C:22](OCC2C=CC=CC=2)=[O:23])[N:8]=1.[OH-].[K+].[C:38]([OH:45])(=[O:44])/[CH:39]=[CH:40]\[C:41]([OH:43])=[O:42]>CCO>[C:38]([OH:45])(=[O:44])/[CH:39]=[CH:40]\[C:41]([OH:43])=[O:42].[OH:23][C:22]1[N:18]([CH2:17][CH2:16][CH2:15][CH2:14][CH2:13][C:9]2[N:8]=[C:7]([NH:6][C:5]([NH2:33])=[N:4][CH2:3][C:2]([F:35])([F:34])[F:1])[CH:12]=[CH:11][N:10]=2)[C:19]([OH:32])=[CH:20][N:21]=1 |f:1.2,5.6|. Procedure details: To 4-[2-(2,2,2-trifluoroethyl)guanidino]-2-[5-(2-benzyloxycarbonylaminoacetylamino)pentyl]pyrimidine (0.2 g.) was added 13 ml. of a solution of potassium hydroxide (0.096 g.) in EtOH (50 ml.), and the mixture was heated under reflux for 35 minutes. The mixture was evaporated in vacuo, a few drops of aqueous HOAc was added to the residue, followed by sodium bicarbonate solution until pH 7 was obtained. The mixture was extracted with EtOAc, the extract dried and evaporated to give a pale yellow so... The reactants are [Si](C)(C)(C(C)(C)C)OC1CCC=2C=CC=C(C2C1)N (7-{[tert-butyl(dimethyl)silyl]oxy}-5,6,7,8-tetrahydronaphthalen-1-amine), C1=CC=NC(=C1)OC(=S)OC2=CC=CC=N2 (di-2-pyridyl thionocarbonate). Run in ClCCl (dichloromethane). Product: C(C)(C)(C)[Si](C)(C)OC1CC2=C(C=CC=C2CC1)N=C=S (tert-butyl[(8-isothiocyanato-1,2,3,4-tetrahydronaphthalen-2-yl)oxy]dimethylsilane). Yield: 72.0%. As a reaction SMILES: [Si:1]([O:8][CH:9]1[CH2:18][C:17]2[C:16]([NH2:19])=[CH:15][CH:14]=[CH:13][C:12]=2[CH2:11][CH2:10]1)([C:4]([CH3:7])([CH3:6])[CH3:5])([CH3:3])[CH3:2].C1C=C(O[C:27](OC2N=CC=CC=2)=[S:28])N=CC=1>ClCCl>[C:4]([Si:1]([O:8][CH:9]1[CH2:10][CH2:11][C:12]2[C:17](=[C:16]([N:19]=[C:27]=[S:28])[CH:15]=[CH:14][CH:13]=2)[CH2:18]1)([CH3:3])[CH3:2])([CH3:7])([CH3:6])[CH3:5]. Reported procedure: A solution of the product of Example 18B, 2-(tert-butyldimethylsilyl)-ol (1.4 g, 5.07 mmol) and di-2-pyridyl thionocarbonate (1.07 g, 4.61 mmol) in 30 mL dichloromethane was stirred at room temperature overnight. The mixture was evaporated, then the residue was taken up in 2 mL dichloromethane and filtered through silica gel, eluting with 5% ethyl acetate-hexane. Evaporation of the filtrate afforded the product as a dark red oil (1.165 g, 72%). 1H NMR (DMSO-d6) δ 7.21 (m, 3H), 4.27 (m, 1H), 2.58...